Dataset: the Open Reaction Database (ORD), a public repository of structured organic reaction records. Task: describe an organic reaction: reactants, conditions, products, and yield The product is CC12CC3(CC(CC(C1)(C3)C)(C2)OCCO)CN2N=CC(=C2C)I (1-({3,5-dimethyl-7-[2-(hydroxy)ethoxy]tricyclo[3.3.1.13,7]dec-1-yl}methyl)-4-iodo-5-methyl-1H-pyrazole). Run in C(C)(=O)OCC (ethyl acetate), CN(C=O)C (N,N-dimethylformamide). Procedure details: To a solution of the 2-({3,5-dimethyl-7-[(5-methyl-1H-pyrazol-1-yl)methyl]tricyclo[3.3.1.13,7]dec-1-yl}oxy)ethanol (3.5 g, 11 mmol) in N,N-dimethylformamide (30 ml) was added N-iodosuccinimide (3.2 g, 14.22 mmol). The mixture was stirred at room temperature for 1.5 hours. The reaction mixture was then diluted with ethyl acetate and washed with aqueous sodium thiosulfate, water and brine. After drying over anhydrous sodium sulfate, the mixture was filtered and concentrated. The residue was purifi... The reactants are CC12CC3(CC(CC(C1)(C3)C)(C2)CN2N=CC=C2C)OCCO (2-({3,5-dimethyl-7-[(5-methyl-1H-pyrazol-1-yl)methyl]tricyclo[3.3.1.13,7]dec-1-yl}oxy)ethanol), IN1C(CCC1=O)=O (N-iodosuccinimide). Run at time 1.5 hour. Reaction SMILES: [CH3:1][C:2]12[CH2:12][C:6]3([CH2:13][N:14]4[C:18]([CH3:19])=[CH:17][CH:16]=[N:15]4)[CH2:7][C:8]([CH3:11])([CH2:10][C:4]([O:20][CH2:21][CH2:22][OH:23])([CH2:5]3)[CH2:3]1)[CH2:9]2.[I:24]N1C(=O)CCC1=O>CN(C)C=O.C(OCC)(=O)C>[CH3:1][C:2]12[CH2:3][C:4]3([O:20][CH2:21][CH2:22][OH:23])[CH2:10][C:8]([CH3:11])([CH2:7][C:6]([CH2:13][N:14]4[C:18]([CH3:19])=[C:17]([I:24])[CH:16]=[N:15]4)([CH2:5]3)[CH2:12]1)[CH2:9]2. The reactants are [Li+].[Cl-] (LiCl), BrC1=C(C=C2C=NNC2=C1)O (6-bromo-5-hydroxy-1H-indazole), FC=1C=C(C=CC1F)[N+](=O)[O-] (3,4-difluoronitrobenzene), C(=O)(O)[O-].[Na+] (NaHCO3). Run in C(Cl)Cl (DCM), CN(C)C=O (DMF). Conditions: temperature 80 celsius, time 4 hour. Yields the product BrC1=C(C=C2C=NNC2=C1)OC1=C(C=C(C=C1)[N+](=O)[O-])F (6-Bromo-5-(2-fluoro-4-nitrophenoxy)-1H-indazole). Yield: 50.4%. Reaction SMILES: [Br:1][C:2]1[CH:10]=[C:9]2[C:5]([CH:6]=[N:7][NH:8]2)=[CH:4][C:3]=1[OH:11].[F:12][C:13]1[CH:14]=[C:15]([N+:20]([O-:22])=[O:21])[CH:16]=[CH:17][C:18]=1F.C([O-])(O)=O.[Na+].[Li+].[Cl-]>CN(C=O)C.C(Cl)Cl>[Br:1][C:2]1[CH:10]=[C:9]2[C:5]([CH:6]=[N:7][NH:8]2)=[CH:4][C:3]=1[O:11][C:18]1[CH:17]=[CH:16][C:15]([N+:20]([O-:22])=[O:21])=[CH:14][C:13]=1[F:12] |f:2.3,4.5|. Procedure details: A mixture of 6-bromo-5-hydroxy-1H-indazole (7.0 g, 33.0 mmol), 3,4-difluoronitrobenzene (4.98 mg, 31.0 mmol), NaHCO3 (2.5 g, 31.0 mmol) in DMF (100 mL) is stirred at 80° C. for 4 hours. Then LiCl (10% aqueous solution) is added and the solution is extracted with EtOAc. The organic phase is dried over anhydrous MgSO4, filtered and concentrated. The residue is purified by silica gel column chromatography eluting with PE:DCM (1:1) to give the desired product (5.5 g, 46.6% yield). MS (m/z): 354.0 (M... Starting materials: ClC1=C(C(=O)NCC23CC4CC(CC(C2)C4)C3)C=C(C=C1)CC=O (2-chloro-5-(2-oxoethyl)-N-(tricyclo[3.3.1.13,7]dec-1-ylmethyl)-benzamide), N1(CCNCC1)C(=O)OC(C)(C)C (1-piperazinecarboxylic acid, 1,1-dimethylethyl ester), Cl (hydrochloric acid), C(C)(=O)O[BH-](OC(C)=O)OC(C)=O.[Na+] (sodium triacetoxyborohydride). The solvent is ClCCCl (1,2-dichloroethane), O1CCOCC1 (dioxane), ClCCl (dichloromethane), O (Water), CO (methanol). Run at time 14 hour. Yields the product Cl.ClC1=C(C(=O)NCC23CC4CC(CC(C2)C4)C3)C=C(C=C1)CCN1CCNCC1 (2-Chloro-5-[2-(1-piperazinyl)ethyl]-N-(tricyclo[3.3.1.13,7]dec-1-ylmethyl)-benzamide hydrochloride salt). Yield: 71.1%. As a reaction SMILES: [Cl:1][C:2]1[CH:21]=[CH:20][C:19]([CH2:22]C=O)=[CH:18][C:3]=1[C:4]([NH:6][CH2:7][C:8]12[CH2:17][CH:12]3[CH2:13][CH:14]([CH2:16][CH:10]([CH2:11]3)[CH2:9]1)[CH2:15]2)=[O:5].[N:25]1([C:31](OC(C)(C)C)=O)[CH2:30][CH2:29][NH:28][CH2:27][CH2:26]1.C(O[BH-](OC(=O)C)OC(=O)C)(=O)C.[Na+].Cl>ClCCCl.CO.O1CCOCC1.ClCCl.O>[ClH:1].[Cl:1][C:2]1[CH:21]=[CH:20][C:19]([CH2:22][CH2:31][N:25]2[CH2:26][CH2:27][NH:28][CH2:29][CH2:30]2)=[CH:18][C:3]=1[C:4]([NH:6][CH2:7][C:8]12[CH2:17][CH:12]3[CH2:13][CH:14]([CH2:16][CH:10]([CH2:11]3)[CH2:9]1)[CH2:15]2)=[O:5] |f:2.3,10.11|. Procedure: To a solution of 2-chloro-5-(2-oxoethyl)-N-(tricyclo[3.3.1.13,7]dec-1-ylmethyl)-benzamide (0.101 g, Example 66b) in anhydrous 1,2-dichloroethane (5 ml) was added 1-piperazinecarboxylic acid, 1,1-dimethylethyl ester (0.108 g) then sodium triacetoxyborohydride (0.086 g). The reaction mixture was stirred for 14 h at room temperature. Water (10 ml) and dichloromethane (10 ml) were added and the layers were partitioned. The organic extract was dried over anhydrous magnesium sulfate, filtered and conc... The reactants are C(C)(=O)SC(C(=O)O)CCCN (2-acetylthio-5-aminopentanoic acid), C(C)(=O)SCC(C(=O)N1[C@H](C(=O)O)CCC1)CCCN (1-(2-acetylthiomethyl-5-aminopentanoyl)-L-proline). The product is NCCCC(C(=O)O)S (5-amino-2-mercaptopentanoic acid). RXN SMILES: C([S:4][CH:5]([CH2:9][CH2:10][CH2:11][NH2:12])[C:6]([OH:8])=[O:7])(=O)C.C(SCC(CCCN)C(N1CCC[C@H]1C(O)=O)=O)(=O)C>>[NH2:12][CH2:11][CH2:10][CH2:9][CH:5]([SH:4])[C:6]([OH:8])=[O:7]. Reported procedure: By substituting 2-acetylthio-5-aminopentanoic acid for the 1-(2-acetylthiomethyl-5-aminopentanoyl)-L-proline in the procedure of Example 15, 5-amino-2-mercaptopentanoic acid is obtained. The reactants are C(C1=CC=CC=C1)(C1=CC=CC=C1)=NC=1N=C2C(=NC1)N(C=C2Cl)COCC[Si](C)(C)C (Benzhydrylidene-[7-chloro-5-(2-trimethylsilanyl-ethoxymethyl)-5H-pyrrolo[2,3-b]pyrazin-2-yl]-amine), CC(=O)[O-].[Na+] (NaOAc), NO.Cl (NH2OH HCl). Run in CO (MeOH). Reaction conditions: time 8 hour. The product is ClC1=CN(C2=NC=C(N=C21)N)COCC[Si](C)(C)C (7-chloro-5-(2-trimethylsilanyl-ethoxymethyl)-5H-pyrrolo[2,3-b]pyrazin-2-ylamine). Yield: 31.6%. Reaction SMILES: C(=[N:14][C:15]1[N:16]=[C:17]2[C:23]([Cl:24])=[CH:22][N:21]([CH2:25][O:26][CH2:27][CH2:28][Si:29]([CH3:32])([CH3:31])[CH3:30])[C:18]2=[N:19][CH:20]=1)(C1C=CC=CC=1)C1C=CC=CC=1.CC([O-])=O.[Na+].NO.Cl>CO>[Cl:24][C:23]1[C:17]2[C:18](=[N:19][CH:20]=[C:15]([NH2:14])[N:16]=2)[N:21]([CH2:25][O:26][CH2:27][CH2:28][Si:29]([CH3:32])([CH3:31])[CH3:30])[CH:22]=1 |f:1.2,3.4|. Reported procedure: Benzhydrylidene-[7-chloro-5-(2-trimethylsilanyl-ethoxymethyl)-5H-pyrrolo[2,3-b]pyrazin-2-yl]-amine (992 mg, 2.14 mmol), NaOAc (421 mg, 5.14 mmol) and NH2OH HCl (268 mg, 3.85 mmol) were dissolved in MeOH (21 mL) and stirred at RT overnight, and partitioned between EtOAc and H2O. The organic layer was dried (MgSO4), filtered, concentrated, and purified by SiO2 chromatography (150 g SiO2, hexanes/EtOAc 0 to 50% EtOAc) to give 202 mg of 7-chloro-5-(2-trimethylsilanyl-ethoxymethyl)-5H-pyrrolo[2,3-b]p... RXN SMILES: Cl.Cl.COC1C=CC(N2CCNCC2)=CC=1.C(Cl)(=O)CC(C)C.[F:24][C:25]1[CH:30]=[C:29]([O:31][CH3:32])[C:28]([F:33])=[CH:27][C:26]=1[N:34]1[CH2:39][CH2:38][NH:37][CH2:36][CH2:35]1.[Cl:40][C:41]1[CH:51]=[CH:50][C:44]([CH2:45][S:46](Cl)(=[O:48])=[O:47])=[CH:43][CH:42]=1>>[Cl:40][C:41]1[CH:51]=[CH:50][C:44]([CH2:45][S:46]([N:37]2[CH2:38][CH2:39][N:34]([C:26]3[CH:27]=[C:28]([F:33])[C:29]([O:31][CH3:32])=[CH:30][C:25]=3[F:24])[CH2:35][CH2:36]2)(=[O:48])=[O:47])=[CH:43][CH:42]=1 |f:0.1.2|. The product is ClC1=CC=C(CS(=O)(=O)N2CCN(CC2)C2=C(C=C(C(=C2)F)OC)F)C=C1 (1-(4-chlorobenzylsulfonyl)-4-(2,5-difluoro-4-methoxyphenyl)piperazine). Procedure: Production Example 3 was repeated except that 1-(4-methoxyphenyl)piperazine dihydrochloride and isovaleryl chloride were replaced with 1-(2,5-difluoro-4-methoxyphenyl)-piperazine (228 mg) and 4-chlorobenzylsulfonyl chloride (338 mg), respectively, to provide crude 1-(4-chlorobenzylsulfonyl)-4-(2,5-difluoro-4-methoxyphenyl)piperazine (419 mg). The reactants are Cl.Cl.COC1=CC=C(C=C1)N1CCNCC1 (1-(4-methoxyphenyl)piperazine dihydrochloride), ClC1=CC=C(CS(=O)(=O)Cl)C=C1 (4-chlorobenzylsulfonyl chloride), C(CC(C)C)(=O)Cl (isovaleryl chloride), FC1=C(C=C(C(=C1)OC)F)N1CCNCC1 (1-(2,5-difluoro-4-methoxyphenyl)-piperazine). Yield: 100.6%.